This data is from the Open Reaction Database (ORD), a public repository of structured organic reaction records. The task is: describe an organic reaction: reactants, conditions, products, and yield Reported procedure: 2-(2-Chloro-8-(2-hydroxypropan-2-yl)-6-morpholino-9H-purin-9-yl)ethyl acetate (165 mg) was treated with indole-4-boronic acid via General Procedure A and purified via reverse phase HPLC to give 21 mg of 101 as a white solid. MS (Q1) 423.2 (M)+ Reaction SMILES: C([O:4][CH2:5][CH2:6][N:7]1[C:15]([C:16]([OH:19])([CH3:18])[CH3:17])=[N:14][C:13]2[C:8]1=[N:9][C:10](Cl)=[N:11][C:12]=2[N:20]1[CH2:25][CH2:24][O:23][CH2:22][CH2:21]1)(=O)C.[NH:27]1[C:35]2[CH:34]=[CH:33][CH:32]=[C:31](B(O)O)[C:30]=2[CH:29]=[CH:28]1>>[OH:4][CH2:5][CH2:6][N:7]1[C:15]([C:16]([OH:19])([CH3:18])[CH3:17])=[N:14][C:13]2[C:8]1=[N:9][C:10]([C:31]1[CH:32]=[CH:33][CH:34]=[C:35]3[C:30]=1[CH:29]=[CH:28][NH:27]3)=[N:11][C:12]=2[N:20]1[CH2:21][CH2:22][O:23][CH2:24][CH2:25]1. The product is OCCN1C2=NC(=NC(=C2N=C1C(C)(C)O)N1CCOCC1)C1=C2C=CNC2=CC=C1 (2-(9-(2-hydroxyethyl)-2-(1H-indol-4-yl)-6-morpholino-9H-purin-8-yl)propan-2-ol). Starting materials: C(C)(=O)OCCN1C2=NC(=NC(=C2N=C1C(C)(C)O)N1CCOCC1)Cl (2-(2-Chloro-8-(2-hydroxypropan-2-yl)-6-morpholino-9H-purin-9-yl)ethyl acetate), N1C=CC=2C(=CC=CC12)B(O)O (indole-4-boronic acid). Starting materials: C(=O)[N-]C=O.[Na+] (sodium diformylamide), ClC/C(/CCC1=CC=C(C=C1)F)=C/F ((E)-1-chloro-2-(fluoromethylene)-4-(p-fluorophenyl)butane), C(C)#N (acetonitrile), CN(C=O)C (N,N-dimethylformamide). Run in O (water). Conditions: time 5 hour. Product: F\C=C(\CN(C=O)C=O)/CCC1=CC=C(C=C1)F ((E)-N-(2-(fluoromethylene)-4-(p-fluorophenyl)butyl)-N-formyl formamide). As a reaction SMILES: [CH:1]([N-:3][CH:4]=[O:5])=[O:2].[Na+].C(#N)C.CN(C)C=O.Cl[CH2:16]/[C:17](=[CH:27]/[F:28])/[CH2:18][CH2:19][C:20]1[CH:25]=[CH:24][C:23]([F:26])=[CH:22][CH:21]=1>O>[F:28]/[CH:27]=[C:17](\[CH2:18][CH2:19][C:20]1[CH:21]=[CH:22][C:23]([F:26])=[CH:24][CH:25]=1)/[CH2:16][N:3]([CH:4]=[O:5])[CH:1]=[O:2] |f:0.1|. Procedure: Combine sodium diformylamide (28.8 g, 0.31 mol), acetonitrile (360 g), and N,N-dimethylformamide (48 g). Add (E)-1-chloro-2-(fluoromethylene)-4-(p-fluorophenyl)butane (50.6 g, 0.23 mol). Heat to reflux. After 5 hours, cool to ambient temperature. Add water (466 g) and stir for 15 minutes. After 30 minutes, the aqueous layer is removed. Evaporate the organic layer in vacuo to give the title compound. 1H NMR (CDCl3, 300 MHz) δ 2.28 (m, 2H), 2.72 (m, 2H), 4.07 (d, J=3 Hz, 2H), 6.74 (d, J=81 Hz, 1H)...